Dataset: the Open Reaction Database (ORD), a public repository of structured organic reaction records. Task: describe an organic reaction: reactants, conditions, products, and yield Starting materials: O=C(c1cc(Br)c(OCc2ccccc2)cc1OCc1ccccc1)N1Cc2ccccc2C1, [Cu]I, O=C([O-])C(F)(F)F, [Na+]. Yields the product O=C(c1cc(C(F)(F)F)c(OCc2ccccc2)cc1OCc1ccccc1)N1Cc2ccccc2C1. As a reaction SMILES: [CH2:1]([c:2]1[cH:3][cH:4][cH:5][cH:6][cH:7]1)[O:8][c:9]1[c:10]([C:24](=[O:25])[N:26]2[CH2:27][c:28]3[cH:29][cH:30][cH:31][cH:32][c:33]3[CH2:34]2)[cH:11][c:12]([Br:23])[c:13]([O:15][CH2:16][c:17]2[cH:18][cH:19][cH:20][cH:21][cH:22]2)[cH:14]1.[Cu:43][I:44].[F:35][C:36]([C:37]([O-:38])=[O:39])([F:40])[F:41].[Na+:42]>>[CH2:1]([c:2]1[cH:3][cH:4][cH:5][cH:6][cH:7]1)[O:8][c:9]1[c:10]([C:24](=[O:25])[N:26]2[CH2:27][c:28]3[cH:29][cH:30][cH:31][cH:32][c:33]3[CH2:34]2)[cH:11][c:12]([C:36]([F:35])([F:40])[F:41])[c:13]([O:15][CH2:16][c:17]2[cH:18][cH:19][cH:20][cH:21][cH:22]2)[cH:14]1. Reactants: BrCCCBr, O=C([O-])[O-], CC(C)c1c(S(=O)(=O)c2ccc(O)cc2)c2ccccc2n1C, CN(C)C=O, [K+], [K+], O. Product: CC(C)c1c(S(=O)(=O)c2ccc(OCCCBr)cc2)c2ccccc2n1C. Reaction SMILES: [Br:30][CH2:31][CH2:32][CH2:33][Br:34].[C:24](=[O:25])([O-:26])[O-:27].[CH3:1][n:2]1[c:3]([CH:21]([CH3:22])[CH3:23])[c:4]([S:11](=[O:12])(=[O:13])[c:14]2[cH:15][cH:16][c:17]([OH:20])[cH:18][cH:19]2)[c:5]2[cH:6][cH:7][cH:8][cH:9][c:10]12.[CH:36]([N:37]([CH3:38])[CH3:39])=[O:40].[K+:28].[K+:29].[OH2:35]>>[CH3:1][n:2]1[c:3]([CH:21]([CH3:22])[CH3:23])[c:4]([S:11](=[O:12])(=[O:13])[c:14]2[cH:15][cH:16][c:17]([O:20][CH2:33][CH2:32][CH2:31][Br:30])[cH:18][cH:19]2)[c:5]2[cH:6][cH:7][cH:8][cH:9][c:10]12. Reactants: C(C)(=O)C1=C(C(=O)OCC)C=CC(=N1)Cl (ethyl 2-acetyl-6-chloronicotinate), O.[OH-].[Li+] (lithium hydroxide monohydrate). The product is C(C)(=O)C1=C(C(=O)O)C=CC(=N1)Cl (2-acetyl-6-chloronicotinic acid). Reaction SMILES: [C:1]([C:4]1[N:14]=[C:13]([Cl:15])[CH:12]=[CH:11][C:5]=1[C:6]([O:8]CC)=[O:7])(=[O:3])[CH3:2].O.[OH-].[Li+]>>[C:1]([C:4]1[N:14]=[C:13]([Cl:15])[CH:12]=[CH:11][C:5]=1[C:6]([OH:8])=[O:7])(=[O:3])[CH3:2] |f:1.2.3|. Procedure details: Sodium bicarbonate (0.42 g, 5.0 mmol) is added to the above bromide (1.33 g, 4.55 mmol) in 13 ml of dry DMSO. The mixture is heated at 90° for 1.75 hours, then cooled, worked up and dried. The solvent is removed and the crude product is purified by prep. TLC to give ethyl 2-acetyl-6-chloronicotinate. Following the procedure of Example 11, the ethyl 2-acetyl-6-chloronicotinate is reacted with lithium hydroxide monohydrate to give 2-acetyl-6-chloronicotinic acid. Reactants: aqueous solution, C([O-])([O-])=O.[Na+].[Na+] (sodium carbonate), C1=CC2=C3C(=C1)C(=O)OC(=O)C3=CC=C2 (1,8-naphthalic acid anhydride), Cl.NO (hydroxylamine hydrochloride), aqueous solution, C([O-])([O-])=O.[Na+].[Na+] (sodium carbonate). The product is C1=CC2=C3C(=C1)C(=O)N(C(=O)C3=CC=C2)O (N-hydroxy-1,8-naphthalimide). As a reaction SMILES: C(=O)([O-])[O-].[Na+].[Na+].[CH:7]1[CH:12]=[C:11]2[C:13]([O:15][C:16]([C:18]3=[CH:19][CH:20]=[CH:21][C:9](=[C:10]23)[CH:8]=1)=O)=[O:14].Cl.[NH2:23][OH:24]>>[CH:7]1[CH:12]=[C:11]2[C:13]([N:23]([OH:24])[C:16]([C:18]3=[CH:19][CH:20]=[CH:21][C:9](=[C:10]23)[CH:8]=1)=[O:15])=[O:14] |f:0.1.2,4.5|. Procedure: To 400 g of an aqueous solution of 3% by weight sodium carbonate were added 24.0 g of 1,8-naphthalic acid anhydride and 10.0 g of hydroxylamine hydrochloride and they were reacted for 2 hours at 90° C. Then, 200 g of an aqueous solution of 10% by weight sodium carbonate was added to the mixture, after filtering away insoluble materials, 100 ml of concentrated hydrochloric acid was added to the mixture, and precipitates formed were collected and recrystallized from ethanol to provide N-hydroxy-1,... Starting materials: ICl (iodine monochloride), C(C1=CC=CC=C1)N1CC2C(C1)CN(C2)C=2C(=C(C=1N(N2)C=C(N1)C1=CC=C(C=C1)F)C)C (6-(5-benzylhexahydropyrrolo[3,4-c]pyrrol-2-yl)-2-(4-fluorophenyl)-7,8-dimethylimidazo[1,2-b]pyridazine), C(O)([O-])=O.[Na+] (sodium hydrogen carbonate), S(=S)(=O)([O-])[O-].[Na+].[Na+] (sodium thiosulfate). Solvent: CO (methanol), C(Cl)(Cl)Cl (chloroform). Reaction conditions: time 1 hour. The product is C(C1=CC=CC=C1)N1CC2C(C1)CN(C2)C=2C(=C(C=1N(N2)C(=C(N1)C1=CC=C(C=C1)F)I)C)C (6-(5-Benzylhexahydropyrrolo[3,4-c]pyrrol-2-yl)-2-(4-fluorophenyl)-3-iodo-7,8-dimethylimidazo[1,2-b]pyridazine). RXN SMILES: [CH2:1]([N:8]1[CH2:12][CH:11]2[CH2:13][N:14]([C:16]3[C:17]([CH3:33])=[C:18]([CH3:32])[C:19]4[N:20]([CH:22]=[C:23]([C:25]5[CH:30]=[CH:29][C:28]([F:31])=[CH:27][CH:26]=5)[N:24]=4)[N:21]=3)[CH2:15][CH:10]2[CH2:9]1)[C:2]1[CH:7]=[CH:6][CH:5]=[CH:4][CH:3]=1.[I:34]Cl.C(=O)([O-])O.[Na+].S([O-])([O-])(=O)=S.[Na+].[Na+]>C(Cl)(Cl)Cl.CO>[CH2:1]([N:8]1[CH2:12][CH:11]2[CH2:13][N:14]([C:16]3[C:17]([CH3:33])=[C:18]([CH3:32])[C:19]4[N:20]([C:22]([I:34])=[C:23]([C:25]5[CH:26]=[CH:27][C:28]([F:31])=[CH:29][CH:30]=5)[N:24]=4)[N:21]=3)[CH2:15][CH:10]2[CH2:9]1)[C:2]1[CH:7]=[CH:6][CH:5]=[CH:4][CH:3]=1 |f:2.3,4.5.6|. Procedure: To a solution, cooled to 0° C., of 3.2 g (7.3 mmol) of 6-(5-benzylhexahydropyrrolo[3,4-c]pyrrol-2-yl)-2-(4-fluorophenyl)-7,8-dimethylimidazo[1,2-b]pyridazine in 20 mL of chloroform is added dropwise a solution of 1.8 g (11 mmol) of iodine monochloride in 3 mL of methanol and the medium is stirred for one hour at room temperature. The medium is then basified by addition of aqueous sodium hydrogen carbonate solution and 5% sodium thiosulfate solution is then added until the medium has decolorized. Reactants: C1COCCO1, COC(=O)c1cccc(Cc2c(C)c(OC)c(OC)c(OC)c2OC)c1-c1cccnc1, [Na+], [OH-], O. Yields the product COc1c(C)c(Cc2cccc(C(=O)O)c2-c2cccnc2)c(OC)c(OC)c1OC. Reaction SMILES: [CH2:35]1[O:36][CH2:37][CH2:38][O:39][CH2:40]1.[CH3:1][O:2][c:3]1[c:4]([CH3:32])[c:5]([CH2:6][c:7]2[c:8](-[c:17]3[cH:18][n:19][cH:20][cH:21][cH:22]3)[c:9]([C:10](=[O:11])[O:12][CH3:13])[cH:14][cH:15][cH:16]2)[c:23]([O:30][CH3:31])[c:24]([O:28][CH3:29])[c:25]1[O:26][CH3:27].[Na+:34].[OH-:33].[OH2:41]>>[CH3:1][O:2][c:3]1[c:4]([CH3:32])[c:5]([CH2:6][c:7]2[c:8](-[c:17]3[cH:18][n:19][cH:20][cH:21][cH:22]3)[c:9]([C:10](=[O:11])[OH:12])[cH:14][cH:15][cH:16]2)[c:23]([O:30][CH3:31])[c:24]([O:28][CH3:29])[c:25]1[O:26][CH3:27]. The reactants are C=CCOc1c(C)cc(C(=O)O)cc1C, ClC(Cl)Cl, O=S(Cl)Cl. Product: C=CCOc1c(C)cc(C(=O)O)cc1C, [Cl-]. As a reaction SMILES: [CH2:1]([CH:2]=[CH2:3])[O:4][c:5]1[c:6]([CH3:15])[cH:7][c:8]([C:9](=[O:10])[OH:11])[cH:12][c:13]1[CH3:14].[Cl:20][CH:21]([Cl:22])[Cl:23].[S:16]([Cl:17])([Cl:18])=[O:19]>>[CH2:1]([CH:2]=[CH2:3])[O:4][c:5]1[c:6]([CH3:15])[cH:7][c:8]([C:9](=[O:10])[OH:11])[cH:12][c:13]1[CH3:14].[Cl-:18]. The reactants are Cl.NC([C@H](C1=CC=CC=C1)NC(CC(=O)NC1=CC(=C(C=C1)OC1=CC(=NC=C1)N)F)=O)=O ((S)—N1-(2-amino-2-oxo-1-phenylethyl)-N3-(4-(2-aminopyridin-4-yloxy)-3-fluorophenyl)malonamide, hydrochloride salt), Cl.NC([C@H](C1=CC=CC=C1)NC(CC(=O)NC1=CC(=C(C=C1)OC1=CC(=NC=C1)N)F)=O)=O ((S)—N1-(2-amino-2-oxo-1-phenylethyl)-N3-(4-(2-aminopyridin-4-yloxy)-3-fluorophenyl)malonamide, hydrochloride salt), CC(CN)(C)C (2,2-dimethylpropan-1-amine). Yields the product Cl.NC1=NC=CC(=C1)OC1=C(C=C(C=C1)NC(CC(=O)NCC(C)(C)C)=O)F (N1-(4-(2-aminopyridin-4-yloxy)-3-fluorophenyl)-N3-neopentylmalonamide, hydrochloride salt). Isolated yield 31.6%. As a reaction SMILES: [ClH:1].NC(=O)[C@@H:4]([NH:11][C:12](=[O:32])[CH2:13][C:14]([NH:16][C:17]1[CH:22]=[CH:21][C:20]([O:23][C:24]2[CH:29]=[CH:28][N:27]=[C:26]([NH2:30])[CH:25]=2)=[C:19]([F:31])[CH:18]=1)=[O:15])[C:5]1[CH:10]=CC=C[CH:6]=1.[CH3:34]C(C)(C)CN>>[ClH:1].[NH2:30][C:26]1[CH:25]=[C:24]([O:23][C:20]2[CH:21]=[CH:22][C:17]([NH:16][C:14](=[O:15])[CH2:13][C:12]([NH:11][CH2:4][C:5]([CH3:10])([CH3:34])[CH3:6])=[O:32])=[CH:18][C:19]=2[F:31])[CH:29]=[CH:28][N:27]=1 |f:0.1,3.4|. Procedure details: 3-(4-(2-Aminopyridin-4-yloxy)-3-fluorophenylamino)-3-oxopropanoic acid (Compound C of Example 102, 30 mg, 0.10 mmol) was coupled with 2,2-dimethylpropan-1-amine (Aldrich, 12 mg, 0.2 mmol) in a manner similar to that which is described in Step C of Example 1 to give N1-(4-(2-aminopyridin-4-yloxy)-3-fluorophenyl)-N3-neopentylmalonamide, hydrochloride salt (13 mg, 32% yield). 1H NMR (DMSO-d6) δ 13.34 (s, 1H), 10.69 (s, 1H), 8.08 (m, 1H), 7.96 (d, 1H, J=7.0 Hz), 7.87 (m, 3H), 7.44 (m, 2H), 6.70 (m, ... The reactants are CN1CCNCC1, O=C(Cl)C(=O)Cl, ClCCl, O=C(O)c1c[nH]c2ccccc12. Yields the product CN1CCN(C(=O)c2c[nH]c3ccccc23)CC1. RXN SMILES: [CH3:19][N:20]1[CH2:21][CH2:22][NH:23][CH2:24][CH2:25]1.[Cl:13][C:14]([C:15]([Cl:16])=[O:17])=[O:18].[Cl:26][CH2:27][Cl:28].[OH:1][C:2](=[O:3])[c:4]1[cH:5][nH:6][c:7]2[cH:8][cH:9][cH:10][cH:11][c:12]12>>[C:2](=[O:3])([c:4]1[cH:5][nH:6][c:7]2[cH:8][cH:9][cH:10][cH:11][c:12]12)[N:23]1[CH2:22][CH2:21][N:20]([CH3:19])[CH2:25][CH2:24]1.